This data is from the Open Reaction Database (ORD), a public repository of structured organic reaction records. The task is: describe an organic reaction: reactants, conditions, products, and yield The reactants are ClC1=C(C(=CC=C1)Cl)CS(=O)(=O)C=1C=C2/C(/C(NC2=CC1)=O)=C/C1=C(C(=C(N1)C)CC(=O)O)C ({5-[5-(2,6-dichloro-phenylmethanesulfonyl)-2-oxo-1,2-dihydro-indol-(3Z)-ylidenemethyl]-2,4-dimethyl-1H-pyrrol-3-yl}-acetic acid), C=1C=CC2=C(C1)N=NN2O (HOBt), CCN=C=NCCCN(C)C.Cl (EDAC.HCl), N1(CCNCC1)O (piperazin-1-ol), TEA. Run in CN(C)C=O (DMF). Conditions: time 7 day. The product is ClC1=C(C(=CC=C1)Cl)CS(=O)(=O)C=1C=C2/C(/C(NC2=CC1)=O)=C/C=1NC(=C(C1C)CC(=O)N1CCC(CC1)O)C (5-(2,6-Dichloro-phenylmethanesulfonyl)-3-[1-{4-[2-(4-hydroxy-piperidin-1-yl)-2-oxo-ethyl]-3,5-dimethyl-1H-pyrrol-2-yl}-meth-(Z)-ylidene]-1,3-dihydro-indol-2-one). Reaction SMILES: [Cl:1][C:2]1[CH:7]=[CH:6][CH:5]=[C:4]([Cl:8])[C:3]=1[CH2:9][S:10]([C:13]1[CH:14]=[C:15]2[C:19](=[CH:20][CH:21]=1)[NH:18][C:17](=[O:22])/[C:16]/2=[CH:23]\[C:24]1[NH:28][C:27]([CH3:29])=[C:26]([CH2:30][C:31]([OH:33])=O)[C:25]=1[CH3:34])(=[O:12])=[O:11].[CH:35]1[CH:36]=[CH:37]C2N(O)N=[N:41][C:39]=2[CH:40]=1.CCN=C=NCCCN(C)C.Cl.N1([OH:63])CCNCC1>CN(C=O)C>[Cl:8][C:4]1[CH:5]=[CH:6][CH:7]=[C:2]([Cl:1])[C:3]=1[CH2:9][S:10]([C:13]1[CH:14]=[C:15]2[C:19](=[CH:20][CH:21]=1)[NH:18][C:17](=[O:22])/[C:16]/2=[CH:23]\[C:24]1[NH:28][C:27]([CH3:29])=[C:26]([CH2:30][C:31]([N:41]2[CH2:37][CH2:36][CH:35]([OH:63])[CH2:40][CH2:39]2)=[O:33])[C:25]=1[CH3:34])(=[O:12])=[O:11] |f:2.3|. Procedure: To a mixture of {5-[5-(2,6-dichloro-phenylmethanesulfonyl)-2-oxo-1,2-dihydro-indol-(3Z)-ylidenemethyl]-2,4-dimethyl-1H-pyrrol-3-yl}-acetic acid (100 mg, 0.19 mmol), HOBt (3 mg, 0.1 eq.), EDAC.HCl (44 mg, 1.2 eq.) and piperazin-1-ol (21 mg, 1.1 eq.) in DMF (2 mL) at rt was added TEA (0.067 mL, 2.5 eq.). After stirring at rt for 7 days, the reaction was concentrated, diluted with DCM (10 mL) and methanol (0.5 mL) and then mixed with solid sodium bicarbonate. After stirring at rt for 15 mins, the s... Starting materials: ClC1=C2C3=CC(CCC3(CC2=CC(=C1Cl)OCC(=O)N)CCOC(C(F)(F)F)=O)=O ([(5,6-Dichloro-3-oxo-2,3,9,9a-tetrahydro-9a-(2-trifluoroacetoxyethyl)-1H-fluoren-7-yl]oxy}acetamide), C1(CCCCC1)N=C=NC1CCCCC1 (N,N'-dicyclohexylcarbodiimide). Run in N1=CC=CC=C1 (pyridine), N1=CC=CC=C1 (pyridine). The product is ClC1=C2C3=CC(CCC3(CC2=CC(=C1Cl)OCC#N)CCOC(C(F)(F)F)=O)=O ([(5,6-dichloro-3-oxo-2,3,9,9a-tetrahydro-9a-(2-trifluoroacetoxyethyl)-1H-fluoren-7-yl)oxy]acetonitrile). RXN SMILES: [Cl:1][C:2]1[C:14]([Cl:15])=[C:13]([O:16][CH2:17][C:18]([NH2:20])=O)[CH:12]=[C:11]2[C:3]=1[C:4]1[C:9]([CH2:21][CH2:22][O:23][C:24](=[O:29])[C:25]([F:28])([F:27])[F:26])([CH2:10]2)[CH2:8][CH2:7][C:6](=[O:30])[CH:5]=1.C1(N=C=NC2CCCCC2)CCCCC1>N1C=CC=CC=1>[Cl:1][C:2]1[C:14]([Cl:15])=[C:13]([O:16][CH2:17][C:18]#[N:20])[CH:12]=[C:11]2[C:3]=1[C:4]1[C:9]([CH2:21][CH2:22][O:23][C:24](=[O:29])[C:25]([F:28])([F:27])[F:26])([CH2:10]2)[CH2:8][CH2:7][C:6](=[O:30])[CH:5]=1. Procedure details: {[(5,6-Dichloro-3-oxo-2,3,9,9a-tetrahydro-9a-(2-trifluoroacetoxyethyl)-1H-fluoren-7-yl]oxy}acetamide (3.65 g, 10 mMole) is dissolved in pyridine (25 ml) an N,N'-dicyclohexylcarbodiimide (2.17 g, 10.5 mMole) in pyridine (15 ml) is added portionwise over 30 minutes with stirring at 15°-20° C. The mixture is then stirred at ambient temperature for 3 hours. The precipitated dicyclohexylurea is removed by filtration and the pyridine removed from the filtrate by evaporation in vacuo to provide the [(5... Starting materials: C(O)([O-])=O.[Na+] (sodium hydrogencarbonate), COC1=CC2=C(CCCC(C2)N)C=C1 (3-methoxy-6,7,8,9-tetrahydro-5H-benzocyclohepten-6-ylamine), C1(=CC=CC=C1)SC[C@@H]1CO1 ((2S)-1-phenylthio-2,3-epoxypropane), FC(S(=O)(=O)[O-])(F)F.[Yb+3].FC(S(=O)(=O)[O-])(F)F.FC(S(=O)(=O)[O-])(F)F (ytterbium(III) trifluoromethanesulfonate), ClCCl (dichloromethane). Conditions: time 24 hour. The product is Cl.COC1=CC2=C(CCCC(C2)NC[C@@H](CSC2=CC=CC=C2)O)C=C1 ((2S)-1-(3-methoxy-6,7,8,9-tetrahydro-5H-benzocyclohepten-6-yl)amino-3-phenylthio-2-propanol hydrochloride). As a reaction SMILES: [CH3:1][O:2][C:3]1[CH:14]=[CH:13][C:6]2[CH2:7][CH2:8][CH2:9][CH:10]([NH2:12])[CH2:11][C:5]=2[CH:4]=1.[C:15]1([S:21][CH2:22][C@H:23]2[O:25][CH2:24]2)[CH:20]=[CH:19][CH:18]=[CH:17][CH:16]=1.FC(F)(F)S([O-])(=O)=O.[Yb+3].FC(F)(F)S([O-])(=O)=O.FC(F)(F)S([O-])(=O)=O.C(=O)([O-])O.[Na+].[Cl:56]CCl>>[ClH:56].[CH3:1][O:2][C:3]1[CH:14]=[CH:13][C:6]2[CH2:7][CH2:8][CH2:9][CH:10]([NH:12][CH2:24][C@H:23]([OH:25])[CH2:22][S:21][C:15]3[CH:20]=[CH:19][CH:18]=[CH:17][CH:16]=3)[CH2:11][C:5]=2[CH:4]=1 |f:2.3.4.5,6.7,9.10|. Procedure details: Under nitrogen, to a solution of 3-methoxy-6,7,8,9-tetrahydro-5H-benzocyclohepten-6-ylamine (330 mg) and (2S)-1-phenylthio-2,3-epoxypropane (290 mg) in dichloromethane (5 ml) was added ytterbium(III) trifluoromethanesulfonate (110 mg) at room temperature, and the mixture was stirred at the same temperature for 24 hours. The resulting mixture was poured into saturated aqueous sodium hydrogencarbonate and extracted with ethyl acetate. The organic layer was washed with brine, dried over anhydrous m... Product: Cc1nnc(-c2ccc3nc[nH]c(=O)c3c2)o1. Reaction SMILES: [F:17][C:18]([c:19]1[n:20][n:21][c:22](-[c:24]2[cH:25][c:26]3[c:27](=[O:34])[nH:28][cH:29][n:30][c:31]3[cH:32][cH:33]2)[o:23]1)([F:35])[F:36].[F:37][C:38]([F:39])([F:40])[C:41]([O:42][C:43](=[O:44])[C:45]([F:46])([F:47])[F:48])=[O:49].[nH:1]1[c:2](-[c:3]2[cH:4][c:5]3[c:6]([cH:7][cH:8]2)[n:9][cH:10][nH:11][c:12]3=[O:13])[n:14][n:15][n:16]1>>[CH3:18][c:19]1[n:20][n:21][c:22](-[c:24]2[cH:25][c:26]3[c:27](=[O:34])[nH:28][cH:29][n:30][c:31]3[cH:32][cH:33]2)[o:23]1. The reactants are O=c1[nH]cnc2ccc(-c3nnc(C(F)(F)F)o3)cc12, O=C(OC(=O)C(F)(F)F)C(F)(F)F, O=c1[nH]cnc2ccc(-c3nnn[nH]3)cc12. The reactants are [Si](C)(C)(C(C)(C)C)O[C@@H](C)[C@H]1C(N[C@@H]1SC1=CC=C(C=C1)Cl)=O ((αS*,3S*,4R*)-3-[1-(t-butyldimethylsilyloxy)ethyl]4-[(p-chlorophenyl)thio]-azetidinone). Solvent: O1CCCC1.CO (tetrahydrofuran methanol). Conditions: time 4 hour. Product: ClC1=CC=C(C=C1)SC1C(C(N1)=O)C(C)O (rac-(αS*,3S*,4R*)-4-[(p-chlorophenyl)thio]-3-(1-hydroxyethyl)-2-azetidinone). Reaction SMILES: [Si]([O:8][C@H:9]([C@@H:11]1[C@@H:14]([S:15][C:16]2[CH:21]=[CH:20][C:19]([Cl:22])=[CH:18][CH:17]=2)[NH:13][C:12]1=[O:23])[CH3:10])(C(C)(C)C)(C)C>O1CCCC1.CO>[Cl:22][C:19]1[CH:18]=[CH:17][C:16]([S:15][CH:14]2[NH:13][C:12](=[O:23])[CH:11]2[CH:9]([OH:8])[CH3:10])=[CH:21][CH:20]=1 |f:1.2|. Reported procedure: 1.65 g (4.44 mmol) of ra -(αS*,3S*,4R*)-3-[1-(t-butyldimethylsilyloxy)ethyl]4-[(p-chlorophenyl)thio]-azetidinone are dissolved in 70 ml of tetrahydrofuran/methanol 12 percent hydrochloric acid (4:2:1). The solution is stirred at room temperature for 4 hours and then evaporated. The residue is taken up in 50 ml of ethyl acetate, washed with 20 ml of saturated sodium chloride solution and evaporated. The residue obtained is washed with ether/hexane (1:1) and dried. There is obtained pure rac-(αS*,...